Dataset: the Open Reaction Database (ORD), a public repository of structured organic reaction records. Task: describe an organic reaction: reactants, conditions, products, and yield Starting materials: CC(C)(OC(=O)N1C(C=2N(CC1)C=C(N2)C2=C(C=CC=C2)OC)CCSC(C2=CC=CC=C2)(C2=CC=CC=C2)C2=CC=CC=C2)C (7-((1,1-Dimethylethoxy)carbonyl)-2-(2-methoxyphenyl)-5,6,7,8-tetrahydro-8-(2-((triphenylmethyl)thio)ethyl)-imidazo[1,2-a]pyrazine), C(=O)(O)[O-].[Na+] (NaHCO3). The solvent is C(Cl)Cl (CH2Cl2). Yields the product COC1=C(C=CC=C1)C=1N=C2N(CCNC2CCSC(C2=CC=CC=C2)(C2=CC=CC=C2)C2=CC=CC=C2)C1 (2-(2-Methoxyphenyl)-5,6,7,8-tetrahydro-8-(2-((triphenylmethyl)thio)ethyl)-imidazo[1,2-a]pyrazine). The yield is 64.0%. RXN SMILES: CC(C)(OC([N:7]1[CH2:12][CH2:11][N:10]2[CH:13]=[C:14]([C:16]3[CH:21]=[CH:20][CH:19]=[CH:18][C:17]=3[O:22][CH3:23])[N:15]=[C:9]2[CH:8]1[CH2:24][CH2:25][S:26][C:27]([C:40]1[CH:45]=[CH:44][CH:43]=[CH:42][CH:41]=1)([C:34]1[CH:39]=[CH:38][CH:37]=[CH:36][CH:35]=1)[C:28]1[CH:33]=[CH:32][CH:31]=[CH:30][CH:29]=1)=O)C.C([O-])(O)=O.[Na+]>C(Cl)Cl>[CH3:23][O:22][C:17]1[CH:18]=[CH:19][CH:20]=[CH:21][C:16]=1[C:14]1[N:15]=[C:9]2[CH:8]([CH2:24][CH2:25][S:26][C:27]([C:40]3[CH:41]=[CH:42][CH:43]=[CH:44][CH:45]=3)([C:34]3[CH:35]=[CH:36][CH:37]=[CH:38][CH:39]=3)[C:28]3[CH:33]=[CH:32][CH:31]=[CH:30][CH:29]=3)[NH:7][CH2:12][CH2:11][N:10]2[CH:13]=1 |f:1.2|. Procedure: The product from Step 13.f. (2.50 g, 3.96 mmol) was dissolved in CH2Cl2 (16.0 ml) and treated with Tfa (4.0 ml) at room temperature under N2 for about 3.5 hours. The reaction was then poured cautiously into a saturated NaHCO3 solution (150 ml) and the product was extracted with CH2Cl2 (2×50 ml), dried over Na2SO4, filtered and concentrated under reduced pressure. The crude product was purified by flash chromatography on silica gel using 9:1/hexanes:EtOAc and then 100% EtOAc as eluants. Product f...